From a dataset of the Open Reaction Database (ORD), a public repository of structured organic reaction records. describe an organic reaction: reactants, conditions, products, and yield Starting materials: C(C)(C)(C)OC(N(C=1C(=NC(=NC1)SC)C1=C(C=CC=C1)C)C)=O (methyl-(2-methylsulfanyl-4-o-tolyl-pyrimidin-5-yl)-carbamic acid tert-butyl ester). The solvent is CO.Cl (MeOH HCl). Yields the product CNC=1C(=NC(=NC1)SC)C1=C(C=CC=C1)C (methyl-(2-methylsulfanyl-4-o-tolyl-pyrimidin-5-yl)-amine). Isolated yield 93.9%. As a reaction SMILES: C(O[C:6](=O)[N:7](C)[C:8]1[C:9]([C:16]2[CH:21]=[CH:20][CH:19]=[CH:18][C:17]=2[CH3:22])=[N:10][C:11]([S:14][CH3:15])=[N:12][CH:13]=1)(C)(C)C>CO.Cl>[CH3:6][NH:7][C:8]1[C:9]([C:16]2[CH:21]=[CH:20][CH:19]=[CH:18][C:17]=2[CH3:22])=[N:10][C:11]([S:14][CH3:15])=[N:12][CH:13]=1 |f:1.2|. Procedure: A solution of 1.95 g (5.64 mmol) methyl-(2-methylsulfanyl-4-o-tolyl-pyrimidin-5-yl)-carbamic acid tert-butyl ester in 30 ml MeOH/HCl (2N) was stirred at 50° for 3 hr. After evaporation of the solvent, the residue was distributed between 40 ml 1N NaOH and 40 ml CH2Cl2. The phases were separated, the aqueous layer washed twice with 50 ml CH2Cl2. The combined organic layers were dried (Na2SO4), filtered and evaporated. The residue was purified by chromatography (SiO2, CH2Cl2/ethyl acetate 10:1) to ... Starting materials: [H-].[Na+] (sodium hydride), C(C)(=O)O (acetic acid), FC=1C=C2C(=NC=3N(C2=CC1)C=NC3C(=O)OCC)N3CCOCC3 (ethyl 7-fluoro-5-morpholino-imidazo[1,5-a]quinazoline-3-carboxylate), CC(CC(N)=NO)C (2-methyl-1-propanecarboxamide oxime), carboxamide oxime, [H-].[Na+] (sodium hydride). Run in CN(C)C=O (DMF), ClCCl (dichloromethane). Yields the product FC=1C=C2C(=NC=3N(C2=CC1)C=NC3C3=NC(=NO3)C(C)C)N3CCOCC3 (7-Fluoro-3-(3-isopropyl-1,2,4-oxadiazol-5-yl)-5-morpholino-imidazo[1,5-a]quinazoline). As a reaction SMILES: [F:1][C:2]1[CH:3]=[C:4]2[C:9](=[CH:10][CH:11]=1)[N:8]1[CH:12]=[N:13][C:14]([C:15]([O:17]CC)=O)=[C:7]1[N:6]=[C:5]2[N:20]1[CH2:25][CH2:24][O:23][CH2:22][CH2:21]1.C[CH:27](C)[CH2:28][C:29](=[N:31]O)[NH2:30].[H-].[Na+].[C:36](O)(=O)C>CN(C=O)C.ClCCl>[F:1][C:2]1[CH:3]=[C:4]2[C:9](=[CH:10][CH:11]=1)[N:8]1[CH:12]=[N:13][C:14]([C:15]3[O:17][N:31]=[C:29]([CH:28]([CH3:36])[CH3:27])[N:30]=3)=[C:7]1[N:6]=[C:5]2[N:20]1[CH2:25][CH2:24][O:23][CH2:22][CH2:21]1 |f:2.3|. Reported procedure: A mixture of ethyl 7-fluoro-5-morpholino-imidazo[1,5-a]quinazoline-3-carboxylate (1.6 g), 2-methyl-1-propanecarboxamide oxime (2.4 g), crushed 4 Å molecular sieves (3.5 g), and sodium hydride (0.14 g, 80% in mineral oil) in 20 ml of dry DMF was stirred at ambient temperature. After 1 hour an additional amount of the carboxamide oxime (2.4 g) and sodium hydride suspension (0.14 g) was added, and the mixture was stirred for one more hour. Glacial acetic acid (2 ml) and dichloromethane (50 ml) were...